This data is from the Open Reaction Database (ORD), a public repository of structured organic reaction records. The task is: describe an organic reaction: reactants, conditions, products, and yield Starting materials: COC(C=1C=CC(=C(C(=O)O)C1)OCCN1CCOCC1)OC (5-dimethoxymethyl-2-(2-morpholinoethoxy)benzoic acid), [NH4+].ON1N=NC2=C1C=CC=C2 (1-hydroxybenzotriazole ammonium salt), Cl.C(C)N=C=NCCCN(C)C (1-ethyl-3-(3-dimethylaminopropyl)carbodiimide hydrochloride). Run in CN(C)C=O (DMF). Reported procedure: A solution of 5-dimethoxymethyl-2-(2-morpholinoethoxy)benzoic acid (0.40 g, 1.23 mmol) obtained in Step 4 in DMF (5.00 mL) was added with 1-hydroxybenzotriazole ammonium salt (0.30 g, 1.97 mmol) and 1-ethyl-3-(3-dimethylaminopropyl)carbodiimide hydrochloride (0.35 g, 1.84 mmol), followed by stirring at room temperature for 35 hours. The solvent of the reaction mixture was evaporated under reduced pressure, and the residue was added with hydrochloric acid (3 mol/L, 3.00 mL), followed by stirring ... Run at time 35 hour. Reaction SMILES: C[O:2][CH:3](OC)[C:4]1[CH:5]=[CH:6][C:7]([O:13][CH2:14][CH2:15][N:16]2[CH2:21][CH2:20][O:19][CH2:18][CH2:17]2)=[C:8]([CH:12]=1)[C:9](O)=[O:10].[NH4+].O[N:26]1C2C=CC=CC=2N=N1.Cl.C(N=C=NCCCN(C)C)C>CN(C=O)C>[CH:3]([C:4]1[CH:5]=[CH:6][C:7]([O:13][CH2:14][CH2:15][N:16]2[CH2:21][CH2:20][O:19][CH2:18][CH2:17]2)=[C:8]([CH:12]=1)[C:9]([NH2:26])=[O:10])=[O:2] |f:1.2,3.4|. The yield is 73.0%. Yields the product C(=O)C=1C=CC(=C(C(=O)N)C1)OCCN1CCOCC1 (5-formyl-2-(2-morpholinoethoxy)benzamide). Starting materials: FC1=C(C(=O)O)C=CC(=C1)F (2,4-difluorobenzoic acid), CCN(C(C)C)C(C)C (DIEA), C=1C=CC2=C(C1)N=NN2O (HOBt), N1(CCNCC1)C(=O)OC(C)(C)C (t-butyl piperazine-1-carboxylate), CCN=C=NCCCN(C)C.Cl (EDCl). Run in C(Cl)Cl (DCM), O (Water). Conditions: time 30 minute. Yields the product FC1=C(C(=O)N2CCN(CC2)C(=O)OC(C)(C)C)C=CC(=C1)F (t-butyl 4-(2,4-difluorobenzoyi)piperazine-1-carboxylate). RXN SMILES: [F:1][C:2]1[CH:10]=[C:9]([F:11])[CH:8]=[CH:7][C:3]=1[C:4]([OH:6])=O.CCN(C(C)C)C(C)C.C1C=CC2N(O)N=NC=2C=1.[N:31]1([C:37]([O:39][C:40]([CH3:43])([CH3:42])[CH3:41])=[O:38])[CH2:36][CH2:35][NH:34][CH2:33][CH2:32]1.CCN=C=NCCCN(C)C.Cl>C(Cl)Cl.O>[F:1][C:2]1[CH:10]=[C:9]([F:11])[CH:8]=[CH:7][C:3]=1[C:4]([N:34]1[CH2:33][CH2:32][N:31]([C:37]([O:39][C:40]([CH3:43])([CH3:42])[CH3:41])=[O:38])[CH2:36][CH2:35]1)=[O:6] |f:4.5|. Procedure details: To a solution of 3.0 g (19 mmol) of 2,4-difluorobenzoic acid and 4 mL of DIEA (1.2 equiv.) in 40 mL of dry DCM is added 3.08 g (1.2 equiv) of HOBt and 4.2 g (22.55 mmol) of t-butyl piperazine-1-carboxylate, and the mixture was stirred at RT for 30 min. 4.4 g (11 equiv.) of EDCl are added and the reaction mixture is stirred overnight at RT. Water is added and the resulting mixture is extracted with DCM. The organic layer is dried over anhydrous MgSO4, filtered and concentrated in vacuo to obtain ... Reactants: [Br-], CC(C)(C)c1ccc([Mg+])cc1, C1CCOC1, ClCCl, CON(C)C(=O)c1cc(-c2cccc(S(=O)(=O)NC3CC3)c2)cnc1N. Yields the product CC(C)(C)c1ccc(C(=O)c2cc(-c3cccc(S(=O)(=O)NC4CC4)c3)cnc2N)cc1. RXN SMILES: [Br-:27].[C:28]([CH3:29])([CH3:30])([CH3:31])[c:32]1[cH:33][cH:34][c:35]([Mg+:38])[cH:36][cH:37]1.[CH2:39]1[O:40][CH2:41][CH2:42][CH2:43]1.[Cl:44][CH2:45][Cl:46].[NH2:1][c:2]1[c:3]([C:4](=[O:5])[N:6]([O:7][CH3:8])[CH3:9])[cH:10][c:11](-[c:14]2[cH:15][c:16]([S:20]([NH:21][CH:22]3[CH2:23][CH2:24]3)(=[O:25])=[O:26])[cH:17][cH:18][cH:19]2)[cH:12][n:13]1>>[NH2:1][c:2]1[c:3]([C:4](=[O:5])[c:35]2[cH:34][cH:33][c:32]([C:28]([CH3:29])([CH3:30])[CH3:31])[cH:37][cH:36]2)[cH:10][c:11](-[c:14]2[cH:15][c:16]([S:20]([NH:21][CH:22]3[CH2:23][CH2:24]3)(=[O:25])=[O:26])[cH:17][cH:18][cH:19]2)[cH:12][n:13]1. Reactants: COC=1C=C2CC(NC2=CC1)=O (5-methoxy-1,3-dihydro-indol-2-one), O=C1NCCC=2C1=CNC2C=O (4-oxo-4,5,6,7-tetrahydro-2H-pyrrolo[3,4-c]pyridine-1-carbaldehyde), N1CCCCC1 (piperidine). The solvent is C(C)O (ethanol). Conditions: temperature 80 celsius. The product is COC=1C=C2C(C(NC2=CC1)=O)=CC=1NC=C2C(NCCC21)=O (1-(5-Methoxy-2-oxo-1,2-dihydro-indol-3-ylidenemethyl)-2,5,6,7-tetrahydro-pyrrolo[3,4-c]pyridin-4-one). As a reaction SMILES: [CH3:1][O:2][C:3]1[CH:4]=[C:5]2[C:9](=[CH:10][CH:11]=1)[NH:8][C:7](=[O:12])[CH2:6]2.[O:13]=[C:14]1[C:19]2=[CH:20][NH:21][C:22]([CH:23]=O)=[C:18]2[CH2:17][CH2:16][NH:15]1.N1CCCCC1>C(O)C>[CH3:1][O:2][C:3]1[CH:4]=[C:5]2[C:9](=[CH:10][CH:11]=1)[NH:8][C:7](=[O:12])[C:6]2=[CH:23][C:22]1[NH:21][CH:20]=[C:19]2[C:18]=1[CH2:17][CH2:16][NH:15][C:14]2=[O:13]. Reported procedure: A mixture of 5-methoxy-1,3-dihydro-indol-2-one (32.6 mg, 0.2 mmol), 4-oxo-4,5,6,7-tetrahydro-2H-pyrrolo[3,4-c]pyridine-1-carbaldehyde (32.8 mg, 0.2 mmol) and 0.1 mL of piperidine in ethanol (1 mL) was heated in a sealed tube at 80° C. for 4 hours. The precipitate was collected by vacuum filtration, washed with cold ethanol and dried to give the title compound.